Dataset: the Open Reaction Database (ORD), a public repository of structured organic reaction records. Task: describe an organic reaction: reactants, conditions, products, and yield Starting materials: P(=O)([O-])([O-])[O-].[K+].[K+].[K+] (tripotassium phosphate), BrC=1C=C2C(=NC3=C(CN2C1)C=C(C=C3)C)N3CCN(CC3)CC(C(=O)OC)(C)C (methyl 3-[4-(2-bromo-7-methyl-5H-pyrrolo[2,1-c][1,4]benzodiazepin-11-yl)piperazin-1-yl]-2,2-dimethylpropanoate), N1=CC=CC=C1.C(=C)B1OB(OB(O1)C=C)C=C (triethenylboroxin pyridine). The reagents and catalysts are C1=CC=C(C=C1)/C=C/C(=O)/C=C/C2=CC=CC=C2.C1=CC=C(C=C1)/C=C/C(=O)/C=C/C2=CC=CC=C2.C1=CC=C(C=C1)/C=C/C(=O)/C=C/C2=CC=CC=C2.[Pd].[Pd] (tris(dibenzylideneacetonyl)bis-palladium), C(C)(C)(C)P([C-]1C=CC=C1)C(C)(C)C.[C-]1(C=CC=C1)P(C(C)(C)C)C(C)(C)C.[Fe+2] (1,1′-bis(di-tert-butylphosphino)ferrocene). The solvent is CO (methanol). Reaction conditions: temperature 140 celsius. Product: C(C)C=1C=C2C(=NC3=C(CN2C1)C=C(C=C3)C)N3CCN(CC3)CC(C(=O)OC)(C)C (methyl 3-[4-(2-ethyl-7-methyl-5H-pyrrolo[2,1-c][1,4]benzodiazepin-11-yl)piperazin-1-yl]-2,2-dimethylpropanoate). Reaction SMILES: Br[C:2]1[CH:3]=[C:4]2[N:10]([CH:11]=1)[CH2:9][C:8]1[CH:12]=[C:13]([CH3:16])[CH:14]=[CH:15][C:7]=1[N:6]=[C:5]2[N:17]1[CH2:22][CH2:21][N:20]([CH2:23][C:24]([CH3:30])([CH3:29])[C:25]([O:27][CH3:28])=[O:26])[CH2:19][CH2:18]1.N1C=CC=[CH:33][CH:32]=1.C(B1OB(C=C)OB(C=C)O1)=C.P([O-])([O-])([O-])=O.[K+].[K+].[K+]>CO.C1C=CC(/C=C/C(/C=C/C2C=CC=CC=2)=O)=CC=1.C1C=CC(/C=C/C(/C=C/C2C=CC=CC=2)=O)=CC=1.C1C=CC(/C=C/C(/C=C/C2C=CC=CC=2)=O)=CC=1.[Pd].[Pd].C(P(C(C)(C)C)[C-]1C=CC=C1)(C)(C)C.[C-]1(P(C(C)(C)C)C(C)(C)C)C=CC=C1.[Fe+2]>[CH2:32]([C:2]1[CH:3]=[C:4]2[N:10]([CH:11]=1)[CH2:9][C:8]1[CH:12]=[C:13]([CH3:16])[CH:14]=[CH:15][C:7]=1[N:6]=[C:5]2[N:17]1[CH2:18][CH2:19][N:20]([CH2:23][C:24]([CH3:30])([CH3:29])[C:25]([O:27][CH3:28])=[O:26])[CH2:21][CH2:22]1)[CH3:33] |f:1.2,3.4.5.6,8.9.10.11.12,13.14.15|. Procedure details: Mix methyl 3-[4-(2-bromo-7-methyl-5H-pyrrolo[2,1-c][1,4]benzodiazepin-11-yl)piperazin-1-yl]-2,2-dimethylpropanoate (1.00 equiv; 620.00 mg, 1.31 mmoles), triethenylboroxin pyridine (1.5 equiv; 472.79 mg, 1.96 mmoles;) in methanol (15 mL). Add a pre-blended mixture of 1.09 wt % tris(dibenzylideneacetonyl)bis-palladium (Pd2(dba)3), 1.16 wt % 1,1′-bis(di-tert-butylphosphino)ferrocene (dtbpf) and 97.75 wt % tripotassium phosphate (1.10 g) and heat at 140° C. for 25 mins in a microwave. Filter the rea... Reactants: Cl.COC1=C(C=CC=C1)N1CCNCC1 (1-(2-methoxyphenyl) piperazine hydrochloride), [OH-].[Na+] (NaOH). Solvent: C(Cl)(Cl)Cl (chloroform). Reaction conditions: time 0.5 hour. The product is COC1=C(C=CC=C1)N1CCNCC1 (4-(2-methoxyphenyl)piperazine). Yield: 95.4%. Reaction SMILES: Cl.[CH3:2][O:3][C:4]1[CH:9]=[CH:8][CH:7]=[CH:6][C:5]=1[N:10]1[CH2:15][CH2:14][NH:13][CH2:12][CH2:11]1.[OH-].[Na+]>C(Cl)(Cl)Cl>[CH3:2][O:3][C:4]1[CH:9]=[CH:8][CH:7]=[CH:6][C:5]=1[N:10]1[CH2:15][CH2:14][NH:13][CH2:12][CH2:11]1 |f:0.1,2.3|. Reported procedure: The mixture of 1-(2-methoxyphenyl) piperazine hydrochloride (6.86 g, 30 mmol), aq. NaOH (2.5N, 36 mL, 90 mmol) and chloroform (30 mL) was vigorously stirred for 0.5 h. Chloroform layer was separated and stirred with water (50 mL) for another 0.5 h. Chloroform layer after separation was filtrated through Na2SO4 (2 g) and evaporated in vacuo to dryness. The oil residue was dried in vacuo (2 mm Hg, 1 h, 80° C.) to give 5.50 g (95%) of 4-(2-methoxyphenyl)piperazine as slightly yellow oil. It was use... The reactants are COC(=O)C=1N(N=C(C1)OCC=1C(=NOC1CO)C1=CC=C(C=C1)Cl)C (5-[3-(4-chloro-phenyl)-5-hydroxymethyl-isoxazol-4-ylmethoxy]-2-methyl-2H-pyrazole-3-carboxylic acid methyl ester), CC(C(F)(F)F)N (L-2,2,2-trifluoro-1-(methyl)ethylamine). Product: FC([C@H](C)NC(=O)C=1N(N=C(C1)OCC=1C(=NOC1CO)C1=CC=C(C=C1)Cl)C)(F)F (5-[3-(4-Chloro-phenyl)-5-hydroxymethyl-isoxazol-4-ylmethoxy]-2-methyl-2H-pyrazole-3-carboxylic acid ((S)-2,2,2-trifluoro-1-methyl-ethyl)-amide). The yield is 17.0%. RXN SMILES: CO[C:3]([C:5]1[N:6]([CH3:26])[N:7]=[C:8]([O:10][CH2:11][C:12]2[C:13]([C:19]3[CH:24]=[CH:23][C:22]([Cl:25])=[CH:21][CH:20]=3)=[N:14][O:15][C:16]=2[CH2:17][OH:18])[CH:9]=1)=[O:4].[CH3:27][CH:28]([NH2:33])[C:29]([F:32])([F:31])[F:30]>>[F:30][C:29]([F:32])([F:31])[C@@H:28]([NH:33][C:3]([C:5]1[N:6]([CH3:26])[N:7]=[C:8]([O:10][CH2:11][C:12]2[C:13]([C:19]3[CH:24]=[CH:23][C:22]([Cl:25])=[CH:21][CH:20]=3)=[N:14][O:15][C:16]=2[CH2:17][OH:18])[CH:9]=1)=[O:4])[CH3:27]. Procedure: As described for example 100f, 5-[3-(4-chloro-phenyl)-5-hydroxymethyl-isoxazol-4-ylmethoxy]-2-methyl-2H-pyrazole-3-carboxylic acid methyl ester (100 mg, 0.27 mmol) was converted, using L-2,2,2-trifluoro-1-(methyl)ethylamine instead of isopropylamine, to the title compound (21 mg, 17%) which was obtained as a colorless gum. MS: m/e=459.3 [M+H]+. The reactants are O=C([O-])[O-], O=C([O-])O, CCOC(=O)CC(=O)OCC, C1CCOC1, [Cs+], [Cs+], I[Cu]I, COc1ccc(Cn2cnc3ccc(I)cc3c2=O)cc1, [Na+], Oc1ccccc1-c1ccccc1. Product: CCOC(=O)C(C(=O)OCC)c1ccc2ncn(Cc3ccc(OC)cc3)c(=O)c2c1. As a reaction SMILES: [C:46](=[O:47])([O-:48])[O-:49].[C:52](=[O:53])([OH:54])[O-:55].[CH2:22]([CH3:23])[O:24][C:25]([CH2:26][C:27](=[O:28])[O:29][CH2:30][CH3:31])=[O:32].[CH2:57]1[O:58][CH2:59][CH2:60][CH2:61]1.[Cs+:50].[Cs+:51].[Cu:62]([I:63])[I:64].[I:1][c:2]1[cH:3][c:4]2[c:5](=[O:21])[n:6]([CH2:12][c:13]3[cH:14][cH:15][c:16]([O:19][CH3:20])[cH:17][cH:18]3)[cH:7][n:8][c:9]2[cH:10][cH:11]1.[Na+:56].[OH:33][c:34]1[c:35](-[c:36]2[cH:37][cH:38][cH:39][cH:40][cH:41]2)[cH:42][cH:43][cH:44][cH:45]1>>[c:2]1([CH:26]([C:25]([O:24][CH2:22][CH3:23])=[O:32])[C:27](=[O:28])[O:29][CH2:30][CH3:31])[cH:3][c:4]2[c:5](=[O:21])[n:6]([CH2:12][c:13]3[cH:14][cH:15][c:16]([O:19][CH3:20])[cH:17][cH:18]3)[cH:7][n:8][c:9]2[cH:10][cH:11]1. Starting materials: CC(C)(C)OC(=O)CC(CCCC1CCCCC1)c1nc(COc2ccc(Cl)cc2)no1, O=C(O)C(F)(F)F. Product: O=C(O)CC(CCCC1CCCCC1)c1nc(COc2ccc(Cl)cc2)no1. As a reaction SMILES: [Cl:1][c:2]1[cH:3][cH:4][c:5]([O:6][CH2:7][c:8]2[n:9][o:10][c:11]([CH:13]([CH2:14][C:15](=[O:16])[O:17][C:18]([CH3:19])([CH3:20])[CH3:21])[CH2:22][CH2:23][CH2:24][CH:25]3[CH2:26][CH2:27][CH2:28][CH2:29][CH2:30]3)[n:12]2)[cH:31][cH:32]1.[OH:33][C:34]([C:35]([F:36])([F:37])[F:38])=[O:39]>>[Cl:1][c:2]1[cH:3][cH:4][c:5]([O:6][CH2:7][c:8]2[n:9][o:10][c:11]([CH:13]([CH2:14][C:15](=[O:16])[OH:17])[CH2:22][CH2:23][CH2:24][CH:25]3[CH2:26][CH2:27][CH2:28][CH2:29][CH2:30]3)[n:12]2)[cH:31][cH:32]1. Reactants: C(C)(C)(C)NC(=O)C=1C=NN2C1N=C(C=C2)N2[C@H](CCC2)C=2C(=NC=C(C2)F)OC ((R)—N-tert-butyl-5-(2-(5-fluoro-2-methoxypyridin-3-yl)pyrrolidin-1-yl)pyrazolo[1,5-a]pyrimidine-3-carboxamide), Cl (HCl). Run in O1CCOCC1 (dioxane). Reaction conditions: temperature 80 celsius, time 5 day. Product: C(C)(C)(C)NC(=O)C=1C=NN2C1N=C(C=C2)N2[C@H](CCC2)C=2C(NC=C(C2)F)=O ((R)—N-tert-butyl-5-(2-(5-fluoro-2-oxo-1,2-dihydropyridin-3-yl)pyrrolidin-1-yl)pyrazolo[1,5-a]pyrimidine-3-carboxamide). Isolated yield 85.8%. RXN SMILES: [C:1]([NH:5][C:6]([C:8]1[CH:9]=[N:10][N:11]2[CH:16]=[CH:15][C:14]([N:17]3[CH2:21][CH2:20][CH2:19][C@@H:18]3[C:22]3[C:23]([O:29]C)=[N:24][CH:25]=[C:26]([F:28])[CH:27]=3)=[N:13][C:12]=12)=[O:7])([CH3:4])([CH3:3])[CH3:2].Cl>O1CCOCC1>[C:1]([NH:5][C:6]([C:8]1[CH:9]=[N:10][N:11]2[CH:16]=[CH:15][C:14]([N:17]3[CH2:21][CH2:20][CH2:19][C@@H:18]3[C:22]3[C:23](=[O:29])[NH:24][CH:25]=[C:26]([F:28])[CH:27]=3)=[N:13][C:12]=12)=[O:7])([CH3:4])([CH3:2])[CH3:3]. Procedure: A pressure flask was charged with (R)—N-tert-butyl-5-(2-(5-fluoro-2-methoxypyridin-3-yl)pyrrolidin-1-yl)pyrazolo[1,5-a]pyrimidine-3-carboxamide (Example 80, 10 mg, 0.024 mmol), dioxane (0.7 mL) and 2M HCl (0.100 mL, 0.200 mmol). The flask was sealed and the reaction mixture was stirred at 80° C. for 5 days. The mixture was cooled to ambient temperature and concentrated. The residue was purified by reverse-phase column chromatography (0-50% acetonitrile/water) to afford the title compound (8.2 mg...